describe an organic reaction: reactants, conditions, products, and yield From a dataset of the Open Reaction Database (ORD), a public repository of structured organic reaction records. Starting materials: FC1=C(C=CC(=C1)F)[N+](=O)[O-] (2,4-difluoronitrobenzene), C(CC(=O)OC(C)(C)C)(=O)OC(C)(C)C (di-tert-butyl malonate), Cl (HCl), [H-].[Na+] (sodium hydride). Solvent: C1CCOC1 (THF). Reaction conditions: temperature 0 celsius. The product is FC=1C=C(C=CC1[N+](=O)[O-])C(C(=O)OC(C)(C)C)C(=O)OC(C)(C)C (di-tert-butyl (3-fluoro-4-nitrophenyl)malonate). The yield is 13.3%. As a reaction SMILES: [F:1][C:2]1[CH:7]=[C:6](F)[CH:5]=[CH:4][C:3]=1[N+:9]([O-:11])=[O:10].[C:12]([O:22][C:23]([CH3:26])([CH3:25])[CH3:24])(=[O:21])[CH2:13][C:14]([O:16][C:17]([CH3:20])([CH3:19])[CH3:18])=[O:15].[H-].[Na+].Cl>C1COCC1>[F:1][C:2]1[CH:7]=[C:6]([CH:13]([C:14]([O:16][C:17]([CH3:20])([CH3:19])[CH3:18])=[O:15])[C:12]([O:22][C:23]([CH3:26])([CH3:24])[CH3:25])=[O:21])[CH:5]=[CH:4][C:3]=1[N+:9]([O-:11])=[O:10] |f:2.3|. Reported procedure: In THF (400 ml) were dissolved 2,4-difluoronitrobenzene (17.4 g, 109 mmol) and di-tert-butyl malonate (27.0 ml, 120 mmol). Under stirring at 0° C., sodium hydride (60% in oil, 4.82 g, 120 mmol) was added in portions. The reaction mixture was then stirred overnight at room temperature. The reaction mixture was poured in 1.0N-HCl (300 ml), followed by extraction with ethyl acetate. The extract was washed with saturated brine, dried over anhydrous magnesium sulfate and distilled under reduced press... The reactants are C(C1=CC=CC=C1)OC(=O)N1CC2=CC(=CC=C2CC1)OCC1(CCN(CC1)C1=NC(=NC=C1)Cl)C(=O)OCC (7-[1-(2-chloropyrimidin-4-yl)-4-ethoxycarbonylpiperidin-4-ylmethoxy]-1,2,3,4-tetrahydroisoquinoline-2-carboxylic acid benzyl ester), C(=O)[O-].[NH4+] (ammonium formate). The reagents and catalysts are [C].[Pd] (palladium carbon). Solvent: C(C)O (ethanol). Product: C(C)OC(=O)C1(CCN(CC1)C1=NC=NC=C1)COC1=CC=C2CCNCC2=C1 (1-(Pyrimidin-4-yl)-4-(1,2,3,4-tetrahydroisoquinolin-7-yloxymethyl)piperidine-4-carboxylic Acid Ethyl Ester). Yield: 146.3%. RXN SMILES: C(OC([N:11]1[CH2:20][CH2:19][C:18]2[C:13](=[CH:14][C:15]([O:21][CH2:22][C:23]3([C:36]([O:38][CH2:39][CH3:40])=[O:37])[CH2:28][CH2:27][N:26]([C:29]4[CH:34]=[CH:33][N:32]=[C:31](Cl)[N:30]=4)[CH2:25][CH2:24]3)=[CH:16][CH:17]=2)[CH2:12]1)=O)C1C=CC=CC=1.C([O-])=O.[NH4+]>C(O)C.[C].[Pd]>[CH2:39]([O:38][C:36]([C:23]1([CH2:22][O:21][C:15]2[CH:14]=[C:13]3[C:18]([CH2:19][CH2:20][NH:11][CH2:12]3)=[CH:17][CH:16]=2)[CH2:28][CH2:27][N:26]([C:29]2[CH:34]=[CH:33][N:32]=[CH:31][N:30]=2)[CH2:25][CH2:24]1)=[O:37])[CH3:40] |f:1.2,4.5|. Procedure details: To a solution of 7-[1-(2-chloropyrimidin-4-yl)-4-ethoxycarbonylpiperidin-4-ylmethoxy]-1,2,3,4-tetrahydroisoquinoline-2-carboxylic acid benzyl ester (263 mg) in ethanol(5 ml) were added 7.5% palladium carbon (120 mg) and ammonium formate (200 mg) with ice-cooling, and the mixture was stirred under reflux for 30 min. After completion of the reaction, the solvent was evaporated and water was added to the obtained residue. The mixture was extracted with chloroform and the organic layer was washed wi... Reactants: CC1=CC=CC(=N1)C=1N=C(C2=C(N1)NC=C2)C=2C=NC=C(C(=O)O)C2 (5-[2-(6-methyl-pyridin-2-yl)-7H-pyrrolo[2,3-d]pyrimidin-4-yl]-nicotinic acid), CC1=CC=CC(=N1)C=1N=C(C2=C(N1)NC=C2)C=2C=NC=C(C(=O)O)C2 (5-[2-(6-methyl-pyridin-2-yl)-7H-pyrrolo[2,3-d]pyrimidin-4-yl]-nicotinic acid), C(C)N (ethylamine), CCN=C=NCCCN(C)C.Cl (EDC hydrochloride), C=1C=CC2=C(C1)N=NN2O (HOBt), TEA. Solvent: CC#N (MeCN). The product is C(C)NC(C1=CN=CC(=C1)C=1C2=C(N=C(N1)C1=NC(=CC=C1)C)NC=C2)=O (N-Ethyl-5-[2-(6-methyl-pyridin-2-yl)-7H-pyrrolo[2,3-d]pyrimidin-4-yl]-nicotinamide). RXN SMILES: [CH3:1][C:2]1[N:7]=[C:6]([C:8]2[N:9]=[C:10]([C:17]3[CH:18]=[N:19][CH:20]=[C:21]([CH:25]=3)[C:22](O)=[O:23])[C:11]3[CH:16]=[CH:15][NH:14][C:12]=3[N:13]=2)[CH:5]=[CH:4][CH:3]=1.[CH2:26]([NH2:28])[CH3:27].CCN=C=NCCCN(C)C.Cl.C1C=CC2N(O)N=NC=2C=1>CC#N>[CH2:26]([NH:28][C:22](=[O:23])[C:21]1[CH:25]=[C:17]([C:10]2[C:11]3[CH:16]=[CH:15][NH:14][C:12]=3[N:13]=[C:8]([C:6]3[CH:5]=[CH:4][CH:3]=[C:2]([CH3:1])[N:7]=3)[N:9]=2)[CH:18]=[N:19][CH:20]=1)[CH3:27] |f:2.3|. Procedure details: To a solution of 5-[2-(6-methyl-pyridin-2-yl)-7H-pyrrolo[2,3-d]pyrimidin-4-yl]-nicotinic acid (Intermediate 5) (1 eq, 0.143 mmol, 50 mg) in MeCN (3 ml), ethylamine (1 eq, 0.143 mmol, 6.6 mg), EDC hydrochloride (1.5 eq, 0.215 mmol, 42 mg), HOBt (1.2 eq, 0.172 mmol, 23 mg), and TEA (5 eq, 0.720 mmol, 0.1 ml) are added. The mixture is heated using microwave radiation at 140° C. for 20 min. The resulting precipitate is filtered off and washed with MeCN. Drying the solid in vacuum affords the title c... Starting materials: C1(=CC=CC=C1)NN (Phenylhydrazine), C(C)(=O)C=1OC2=C(C1)C=CC=C2 (2-acetylbenzofuran). Reagents/catalysts: C(C)(=O)O (acetic acid). Solvent: C(C)O (ethanol). Reaction conditions: temperature 80 celsius, time 1 hour. The product is C1=CC=C2C(=C1)C=C(N2)C3=CC4=CC=CC=C4O3 (2-benzofuran-2-yl-1H-indole). The yield is 48.0%. As a reaction SMILES: [C:1]1([NH:7]N)[CH:6]=[CH:5][CH:4]=[CH:3][CH:2]=1.[C:9]([C:12]1[O:13][C:14]2[CH:20]=[CH:19][CH:18]=[CH:17][C:15]=2[CH:16]=1)(=O)[CH3:10]>C(O)C.C(O)(=O)C>[CH:4]1[CH:5]=[C:6]2[CH:10]=[C:9]([C:12]3[O:13][C:14]4[C:15](=[CH:17][CH:18]=[CH:19][CH:20]=4)[CH:16]=3)[NH:7][C:1]2=[CH:2][CH:3]=1. Procedure: Phenylhydrazine (97%; 6.3 ml, 1 eq) is introduced into a solution of 2-acetylbenzofuran (10 g, 1 eq) in ethanol (25 ml). After adding 20 drops of glacial acetic acid, the mixture is stirred at 80° C. for 1 h. Subsequently, the solvent is distilled off. The residue is introduced gradually into polyphosphoric acid (100 g), heated to 120° C. and stirred for 1 h. The reaction output is added cautiously to ice-water and neutralized with 2M NaOH. The precipitate is filtered off and washed with distill... As a reaction SMILES: [CH2:1]([CH3:2])[O:3][c:4]1[n:5][s:6][c:7]([C:10]([NH2:11])=[O:12])[c:8]1[Br:9].[N:13](=[O:14])[O-:15].[Na+:16].[OH2:17].[OH:18][C:19]([C:20]([F:21])([F:22])[F:23])=[O:24]>>[CH2:1]([CH3:2])[O:3][c:4]1[n:5][s:6][c:7]([C:10]([OH:12])=[O:14])[c:8]1[Br:9]. The product is CCOc1nsc(C(=O)O)c1Br. The reactants are CCOc1nsc(C(N)=O)c1Br, O=N[O-], [Na+], O, O=C(O)C(F)(F)F.